From a dataset of the Open Reaction Database (ORD), a public repository of structured organic reaction records. describe an organic reaction: reactants, conditions, products, and yield The reactants are COC([C@H]1N(CCC1)S(=O)(=O)C1=CC=CC=C1)=O (N-(benzenesulfonyl)-Proline Methyl Ester), [Li+].[OH-] (LiOH). Run in CO (methanol). Product: C1(=CC=CC=C1)S(=O)(=O)N1[C@H](C(=O)O)CCC1 (N-(benzenesulfonyl)-Proline). The yield is 95.8%. RXN SMILES: C[O:2][C:3](=[O:18])[C@@H:4]1[CH2:8][CH2:7][CH2:6][N:5]1[S:9]([C:12]1[CH:17]=[CH:16][CH:15]=[CH:14][CH:13]=1)(=[O:11])=[O:10].[Li+].[OH-]>CO>[C:12]1([S:9]([N:5]2[CH2:6][CH2:7][CH2:8][C@H:4]2[C:3]([OH:18])=[O:2])(=[O:11])=[O:10])[CH:13]=[CH:14][CH:15]=[CH:16][CH:17]=1 |f:1.2|. Procedure: To a solution of 38.2 g (0.142 mol) of the above methyl ester 7 in 500 mL methanol was added 140 mL (0.28 mol) of freshly-prepared 2 M aqueous LiOH with stirring to give a colorless solution. This was stirred overnight, after which HPLC showed no starting material. The solution was reduced by 50% in vacuo and partitioned between 1 N HCl and CH2Cl2 (˜200 mL each). The phases were separated and the aqueous layer was washed again with CH2Cl2. The organic phases were combined, dried (MgSO4), and con...